Dataset: the Open Reaction Database (ORD), a public repository of structured organic reaction records. Task: describe an organic reaction: reactants, conditions, products, and yield The reactants are CS(=O)(=O)Cc1nccn1CCCCc1ccc(O)cc1, Fc1ccc(C=Cc2nc(CCl)co2)c(F)c1, [H-], [Na+]. Yields the product CS(=O)(=O)Cc1nccn1CCCCc1ccc(OCc2coc(C=Cc3ccc(F)cc3F)n2)cc1. As a reaction SMILES: [CH3:18][S:19](=[O:20])(=[O:21])[CH2:22][c:23]1[n:24]([CH2:28][CH2:29][CH2:30][CH2:31][c:32]2[cH:33][cH:34][c:35]([OH:38])[cH:36][cH:37]2)[cH:25][cH:26][n:27]1.[Cl:1][CH2:2][c:3]1[n:4][c:5]([CH:8]=[CH:9][c:10]2[c:11]([F:17])[cH:12][c:13]([F:16])[cH:14][cH:15]2)[o:6][cH:7]1.[H-:39].[Na+:40]>>[CH2:2]([c:3]1[n:4][c:5]([CH:8]=[CH:9][c:10]2[c:11]([F:17])[cH:12][c:13]([F:16])[cH:14][cH:15]2)[o:6][cH:7]1)[O:38][c:35]1[cH:34][cH:33][c:32]([CH2:31][CH2:30][CH2:29][CH2:28][n:24]2[c:23]([CH2:22][S:19]([CH3:18])(=[O:20])=[O:21])[n:27][cH:26][cH:25]2)[cH:37][cH:36]1. Starting materials: C(C)(=O)O[C@H]1CC=CO[C@@H]1COS(=O)(=O)C1=CC=C(C)C=C1 (4-O-Acetyl-3-deoxy-6-O-tosyl-D-glucal), [N-]=[N+]=[N-].[Na+] (sodium azide), CCOCC (ether). Solvent: CN(P(=O)(N(C)C)N(C)C)C (hexamethylphosphoramide). Reaction conditions: time 24 hour. Product: C(C)(=O)O[C@H]1CC=CO[C@@H]1CN=[N+]=[N-] (4-O-acetyl-6-azido-3,6-dideoxy-D-glucal). Yield: 60.2%. Reaction SMILES: [C:1]([O:4][C@@H:5]1[C@@H:10]([CH2:11]OS(C2C=CC(C)=CC=2)(=O)=O)[O:9][CH:8]=[CH:7][CH2:6]1)(=[O:3])[CH3:2].[N-:23]=[N+:24]=[N-:25].[Na+].CCOCC>CN(C)P(N(C)C)(N(C)C)=O>[C:1]([O:4][C@@H:5]1[C@@H:10]([CH2:11][N:23]=[N+:24]=[N-:25])[O:9][CH:8]=[CH:7][CH2:6]1)(=[O:3])[CH3:2] |f:1.2|. Procedure: 4-O-Acetyl-3-deoxy-6-O-tosyl-D-glucal (550 mg.) and sodium azide (550 mg.) were dissolved in hexamethylphosphoramide (50 ml.) and the mixture was stirred at 25° for 24 hours. The reaction mixture was poured into ether and extracted with water and the ether extract was dried (MgSO4) and evaporated and the product was chromatographed on a silica gel column (58 × 2.5 cm) using 7% acetone in hexane as the eluent to give 4-O-acetyl-6-azido-3,6-dideoxy-D-glucal (200 mg.) as a colorless oil, (Found: C,... The reactants are CCCCC, C=CC(=C)C, Nc1cccc(N)c1. Yields the product C=CC(=C)C, Nc1cccc(N)c1. RXN SMILES: [CH3:14][CH2:15][CH2:16][CH2:17][CH3:18].[CH3:9][C:10](=[CH2:11])[CH:12]=[CH2:13].[NH2:1][c:2]1[cH:3][cH:4][cH:5][c:6]([NH2:7])[cH:8]1>>[CH2:9]=[C:10]([CH3:11])[CH:12]=[CH2:13].[NH2:1][c:2]1[cH:3][cH:4][cH:5][c:6]([NH2:7])[cH:8]1. Procedure details: To a mixture of 2-chloro-4-methoxy-6-methylquinoline (0.12 g), Pd2(dba)3 (0.027 g), (±)-BINAP (0.056 g), 1-((3R,4R)-3-amino-4-hydroxypyrrolidin-1-yl)-2-(4-trifluoromethoxyphenyl)ethanone (0.22 g), and 1,4-dioxane (2 mL) was added sodium t-butoxide (0.17 g) under nitrogen atmosphere, and the mixture was stirred at 70° C. for 1 h. The reaction mixture was diluted with ethyl acetate and water, then the interlayer was removed by Celite filtration, and the organic layer was washed with saturated brin... Reagents/catalysts: C=1C=CC(=CC1)/C=C/C(=O)/C=C/C2=CC=CC=C2.C=1C=CC(=CC1)/C=C/C(=O)/C=C/C2=CC=CC=C2.C=1C=CC(=CC1)/C=C/C(=O)/C=C/C2=CC=CC=C2.[Pd].[Pd] (Pd2(dba)3). Reactants: CC(C)([O-])C.[Na+] (sodium t-butoxide), ClC1=NC2=CC=C(C=C2C(=C1)OC)C (2-chloro-4-methoxy-6-methylquinoline), (±)-BINAP, N[C@@H]1CN(C[C@H]1O)C(CC1=CC=C(C=C1)OC(F)(F)F)=O (1-((3R,4R)-3-amino-4-hydroxypyrrolidin-1-yl)-2-(4-trifluoromethoxyphenyl)ethanone), O1CCOCC1 (1,4-dioxane). Yield: 58.2%. Yields the product O[C@@H]1CN(C[C@H]1NC1=NC2=CC=C(C=C2C(=C1)OC)C)C(CC1=CC=C(C=C1)OC(F)(F)F)=O (1-((3R,4R)-3-hydroxy-4-(4-methoxy-6-methylquinolin-2-ylamino)pyrrolidin-1-yl)-2-(4-trifluoromethoxyphenyl)ethanone). Run in C(C)(=O)OCC (ethyl acetate), O (water). Reaction SMILES: Cl[C:2]1[CH:11]=[C:10]([O:12][CH3:13])[C:9]2[C:4](=[CH:5][CH:6]=[C:7]([CH3:14])[CH:8]=2)[N:3]=1.[NH2:15][C@H:16]1[C@H:20]([OH:21])[CH2:19][N:18]([C:22](=[O:35])[CH2:23][C:24]2[CH:29]=[CH:28][C:27]([O:30][C:31]([F:34])([F:33])[F:32])=[CH:26][CH:25]=2)[CH2:17]1.O1CCOCC1.CC(C)([O-])C.[Na+]>C(OCC)(=O)C.O.C1C=CC(/C=C/C(/C=C/C2C=CC=CC=2)=O)=CC=1.C1C=CC(/C=C/C(/C=C/C2C=CC=CC=2)=O)=CC=1.C1C=CC(/C=C/C(/C=C/C2C=CC=CC=2)=O)=CC=1.[Pd].[Pd]>[OH:21][C@H:20]1[C@H:16]([NH:15][C:2]2[CH:11]=[C:10]([O:12][CH3:13])[C:9]3[C:4](=[CH:5][CH:6]=[C:7]([CH3:14])[CH:8]=3)[N:3]=2)[CH2:17][N:18]([C:22](=[O:35])[CH2:23][C:24]2[CH:25]=[CH:26][C:27]([O:30][C:31]([F:32])([F:33])[F:34])=[CH:28][CH:29]=2)[CH2:19]1 |f:3.4,7.8.9.10.11|. Run at temperature 70 celsius, time 1 hour. Reactants: N#Cc1ccc(Br)cc1, C1CCOC1, O=Cc1ccc(B(O)O)cc1, [F-], [K+]. Yields the product N#Cc1ccc(-c2ccc(C=O)cc2)cc1. Reaction SMILES: [Br:1][c:2]1[cH:3][cH:4][c:5]([C:6]#[N:7])[cH:8][cH:9]1.[CH2:23]1[O:24][CH2:25][CH2:26][CH2:27]1.[CH:10](=[O:11])[c:12]1[cH:13][cH:14][c:15]([B:18]([OH:19])[OH:20])[cH:16][cH:17]1.[F-:21].[K+:22]>>[c:2]1(-[c:15]2[cH:14][cH:13][c:12]([CH:10]=[O:11])[cH:17][cH:16]2)[cH:3][cH:4][c:5]([C:6]#[N:7])[cH:8][cH:9]1. Starting materials: [BH3-]C#N, CC(C)(C)OC(=O)N1CCC(=O)CC1, CCOC(=O)CN, CO, Cl, [Na+]. The product is CCOC(=O)CNC1CCN(C(=O)OC(C)(C)C)CC1. RXN SMILES: [C:1]([BH3-:2])#[N:3].[C:5](=[O:6])([O:7][C:8]([CH3:9])([CH3:10])[CH3:11])[N:12]1[CH2:13][CH2:14][C:15](=[O:18])[CH2:16][CH2:17]1.[CH2:20]([CH3:21])[O:22][C:23]([CH2:24][NH2:25])=[O:26].[CH3:27][OH:28].[ClH:19].[Na+:4]>>[C:5](=[O:6])([O:7][C:8]([CH3:9])([CH3:10])[CH3:11])[N:12]1[CH2:13][CH2:14][CH:15]([NH:25][CH2:24][C:23]([O:22][CH2:20][CH3:21])=[O:26])[CH2:16][CH2:17]1. The reactants are [Si](C)(C)(C(C)(C)C)OC[C@H](CCCNC(OC(C)(C)C)=O)NC1=C(C=NC2=CC=CC=C12)[N+](=O)[O-] (tert-Butyl (4S)-5-{[tert-butyl(dimethyl)silyl]oxy}-4-[(3-nitroquinolin-4-yl)amino]pentylcarbamate). Reagents/catalysts: [Pt] (platinum on carbon), [Pt] (Platinum on carbon). Solvent: C(C)#N (acetonitrile). Run at time 4 hour. Product: NC=1C=NC2=CC=CC=C2C1N[C@@H](CCCNC(OC(C)(C)C)=O)CO[Si](C)(C)C(C)(C)C (tert-butyl (4S)-4-[(3-aminoquinolin-4-yl)amino]-5-{[tert-butyl(dimethyl)silyl]oxy}pentylcarbamate). The yield is 86.7%. RXN SMILES: [Si:1]([O:8][CH2:9][C@@H:10]([NH:22][C:23]1[C:32]2[C:27](=[CH:28][CH:29]=[CH:30][CH:31]=2)[N:26]=[CH:25][C:24]=1[N+:33]([O-])=O)[CH2:11][CH2:12][CH2:13][NH:14][C:15](=[O:21])[O:16][C:17]([CH3:20])([CH3:19])[CH3:18])([C:4]([CH3:7])([CH3:6])[CH3:5])([CH3:3])[CH3:2]>C(#N)C.[Pt]>[NH2:33][C:24]1[CH:25]=[N:26][C:27]2[C:32]([C:23]=1[NH:22][C@H:10]([CH2:9][O:8][Si:1]([C:4]([CH3:7])([CH3:6])[CH3:5])([CH3:2])[CH3:3])[CH2:11][CH2:12][CH2:13][NH:14][C:15](=[O:21])[O:16][C:17]([CH3:20])([CH3:19])[CH3:18])=[CH:31][CH:30]=[CH:29][CH:28]=2. Procedure: tert-Butyl (4S)-5-{[tert-butyl(dimethyl)silyl]oxy}-4-[(3-nitroquinolin-4-yl)amino]pentylcarbamate (5.65 g, 11.2 mmol) was dissolved in 100 mL of acetonitrile and the solution was placed in a pressure bottle. Platinum on carbon (5%, 1.2 g) was then added and the reaction mixture was shaken under H2 at 50 PSI (3.4×105 Pa). After 4 hours, an additional 500 mg of platinum on carbon was added and shaking was continued for 3 hours. The reaction mixture was then filtered through a pad of CELITE filter ...